Dataset: the Open Reaction Database (ORD), a public repository of structured organic reaction records. Task: describe an organic reaction: reactants, conditions, products, and yield The reactants are BrC1=C(C=CC(=C1)F)O (2-Bromo-4-fluorophenol), BrCCCOC (1-bromo-3-methoxypropane), C(C)#N (acetonitrile). Yields the product BrC1=C(C=CC(=C1)F)OCC(C)OC (2-Bromo-4-fluoro-1-(2-methoxypropoxy)-benzene). The yield is 88.0%. RXN SMILES: [Br:1][C:2]1[CH:7]=[C:6]([F:8])[CH:5]=[CH:4][C:3]=1[OH:9].BrC[CH2:12][CH2:13][O:14][CH3:15].[C:16](#N)C>>[Br:1][C:2]1[CH:7]=[C:6]([F:8])[CH:5]=[CH:4][C:3]=1[O:9][CH2:12][CH:13]([O:14][CH3:15])[CH3:16]. Reported procedure: 2-Bromo-4-fluorophenol (950 mg, 4.97 mmol) and 1-bromo-3-methoxypropane (1000 mg, 6.53 mmol) in acetonitrile (10 ml) was treated as for preparation 62 to afford crude title compound as a yellow oil (1.16 g, 88%). Starting materials: CCCCOC(=O)c1ccc(Nc2nc(Cl)nc3[nH]cnc23)cc1, NC1CCC(N)CC1. The product is CCCCOC(=O)c1ccc(Nc2nc(NC3CCC(N)CC3)nc3[nH]cnc23)cc1. As a reaction SMILES: [Cl:9][c:10]1[n:11][c:12]([NH:19][c:20]2[cH:21][cH:22][c:23]([C:24](=[O:25])[O:26][CH2:27][CH2:28][CH2:29][CH3:30])[cH:31][cH:32]2)[c:13]2[n:14][cH:15][nH:16][c:17]2[n:18]1.[NH2:1][CH:2]1[CH2:3][CH2:4][CH:5]([NH2:8])[CH2:6][CH2:7]1>>[NH2:1][CH:2]1[CH2:3][CH2:4][CH:5]([NH:8][c:10]2[n:11][c:12]([NH:19][c:20]3[cH:21][cH:22][c:23]([C:24](=[O:25])[O:26][CH2:27][CH2:28][CH2:29][CH3:30])[cH:31][cH:32]3)[c:13]3[n:14][cH:15][nH:16][c:17]3[n:18]2)[CH2:6][CH2:7]1. Starting materials: C(C1=CC=CC=C1)N([C@H]1[C@@H](CCCC1)NC)C (trans-N-benzyl-N,N'-dimethyl-1,2-cyclohexanediamine), CC=1C=CC(=CC1)S(=O)(=O)O (p-TSA), C(=O)O (formic acid), [OH-].[Na+] (NaOH). The solvent is CCOCC (ether). The product is C(C1=CC=CC=C1)N(C=O)[C@H]1[C@@H](CCCC1)N(C)C (trans-N-Benzyl-N-[2-(dimethylamino)-cyclohexyl]formamide). Reaction SMILES: [CH2:1]([N:8](C)[C@@H:9]1[CH2:14][CH2:13][CH2:12][CH2:11][C@H:10]1[NH:15][CH3:16])[C:2]1[CH:7]=[CH:6][CH:5]=[CH:4][CH:3]=1.[CH:18]([OH:20])=O.[OH-].[Na+].[CH3:23]C1C=CC(S(O)(=O)=O)=CC=1>CCOCC>[CH2:1]([N:8]([C@@H:9]1[CH2:14][CH2:13][CH2:12][CH2:11][C@H:10]1[N:15]([CH3:16])[CH3:23])[CH:18]=[O:20])[C:2]1[CH:3]=[CH:4][CH:5]=[CH:6][CH:7]=1 |f:2.3|. Procedure details: A solution of trans-N-benzyl-N,N'-dimethyl-1,2-cyclohexanediamine (9.29 g.; 0.04 mole) in 40 ml. of formic acid was refluxed 20 hours, added and poured into 200 g. of ice. It was basified with 15% NaOH and extracted well with ether. The extract was washed with H2O, saturated salt solution, dried (MgSO4) and evaporated. The residue (9.7 g.) was converted to the salt with 2 mole of p-TSA in ether. The resulting gum was crystallized from MeOH-ether to give 13.64 g.; of the titled compound, m.p. 201... Reactants: CC[C@H](C)C(=O)O[C@H]1C[C@H](C=C2[C@H]1[C@H]([C@H](C=C2)C)CC[C@@H]3C[C@H](CC(=O)O3)O)C (Lovastatin), COCCN (methoxy ethylamine). Run in O1CCCC1 (tetrahydrofuran). Reaction conditions: temperature 50 celsius, time 4 hour. The product is COCCNC(C[C@@H](C[C@@H](CC[C@H]1[C@H](C=CC2=C[C@@H](C[C@@H]([C@H]12)OC([C@H](CC)C)=O)C)C)O)O)=O (N-methoxyethyl-7-[1,2,6,7,8,8a(R)-hexahydro-2(S),6(R)-dimethyl-8(S)-[[2(S)-methylbutanoyl]oxy]-1(S)-naphthyl]-3(R),5(R)-dihydroxyheptanamide). Reaction SMILES: [CH3:1][CH2:2][C@@H:3]([C:5]([O:7][C@@H:8]1[C@@H:13]2[C@@H:14]([CH2:19][CH2:20][C@H:21]3[O:27][C:25](=[O:26])[CH2:24][C@H:23]([OH:28])[CH2:22]3)[C@@H:15]([CH3:18])[CH:16]=[CH:17][C:12]2=[CH:11][C@H:10]([CH3:29])[CH2:9]1)=[O:6])[CH3:4].[CH3:30][O:31][CH2:32][CH2:33][NH2:34]>O1CCCC1>[CH3:30][O:31][CH2:32][CH2:33][NH:34][C:25](=[O:26])[CH2:24][C@H:23]([OH:28])[CH2:22][C@H:21]([OH:27])[CH2:20][CH2:19][C@@H:14]1[C@@H:13]2[C:12](=[CH:11][C@H:10]([CH3:29])[CH2:9][C@@H:8]2[O:7][C:5](=[O:6])[C@@H:3]([CH3:4])[CH2:2][CH3:1])[CH:17]=[CH:16][C@@H:15]1[CH3:18]. Reported procedure: Lovastatin (50 gm) is mixed with tetrahydrofuran (100 ml) and methoxy ethylamine (140 ml) to obtain a clear solution, the solution is heated to 50° C. and stirred for 4 hours at the same temperature. Then the solvent is distilled off at reduced pressure not allowing the temperature to raise above 50° C., tetrahydrofuran (200 ml) is added to the residue thus obtained, stirred for 30 minutes and distilled off the solvent to give 58 gm of N-methoxyethyl-7-[1,2,6,7,8,8a(R)-hexahydro-2(S),6(R)-dimeth... Reported procedure: Prepared analogously to Example 90 from 1-methyl-2-[N-(4-amidinophenyl)-N-methylaminomethyl]benzimidazol-5-yl-carboxylic acid-N-(2-pyridyl)-N-(2-ethoxycarbonylethyl)amide hydrochloride and n-hexyl chloroformate. Yield: 58% of theory, C35H43N7O5 (641.2); Rf value: 0.42 (silica gel; dichloromethane/ethanol=19:1); EKA mass spectrum: (M+H)+=642; (M+H+Na)++=332.7. Reaction SMILES: Cl.[N:2]1[CH:7]=[CH:6][CH:5]=[CH:4][C:3]=1[N:8]([CH2:33][CH2:34][C:35]([O:37][CH2:38][CH3:39])=[O:36])[C:9]([C:11]1[CH:32]=[CH:31][C:14]2[N:15]([CH3:30])[C:16]([CH2:18][N:19]([C:21]3[CH:26]=[CH:25][C:24]([C:27](=[NH:29])[NH2:28])=[CH:23][CH:22]=3)[CH3:20])=[N:17][C:13]=2[CH:12]=1)=[O:10].Cl[C:41]([O:43][CH2:44][CH2:45][CH2:46][CH2:47][CH2:48][CH3:49])=[O:42]>ClCCl.C(O)C>[N:2]1[CH:7]=[CH:6][CH:5]=[CH:4][C:3]=1[N:8]([CH2:33][CH2:34][C:35]([O:37][CH2:38][CH3:39])=[O:36])[C:9]([C:11]1[CH:32]=[CH:31][C:14]2[N:15]([CH3:30])[C:16]([CH2:18][N:19]([C:21]3[CH:26]=[CH:25][C:24]([C:27](=[NH:28])[NH:29][C:41]([O:43][CH2:44][CH2:45][CH2:46][CH2:47][CH2:48][CH3:49])=[O:42])=[CH:23][CH:22]=3)[CH3:20])=[N:17][C:13]=2[CH:12]=1)=[O:10] |f:0.1,3.4|. Yield: 58.0%. Solvent: ClCCl.C(C)O (dichloromethane ethanol). Product: N1=C(C=CC=C1)N(C(=O)C1=CC2=C(N(C(=N2)CN(C)C2=CC=C(C=C2)C(NC(=O)OCCCCCC)=N)C)C=C1)CCC(=O)OCC (1-Methyl-2-[N-[4-(N-n-hexyloxycarbonylamidino)phenyl]-N-methylaminomethyl]benzimidazol-5-yl-carboxylic acid-N-(2-pyridyl)-N-(2-ethoxycarbonylethyl)amide). Reactants: Cl.N1=C(C=CC=C1)N(C(=O)C1=CC2=C(N(C(=N2)CN(C)C2=CC=C(C=C2)C(N)=N)C)C=C1)CCC(=O)OCC (1-methyl-2-[N-(4-amidinophenyl)-N-methylaminomethyl]benzimidazol-5-yl-carboxylic acid-N-(2-pyridyl)-N-(2-ethoxycarbonylethyl)amide hydrochloride), ClC(=O)OCCCCCC (n-hexyl chloroformate), C35H43N7O5. The reactants are O (Water), C(#N)C1=CC=C(C=C1)C1C2=C(N(C(N1C(C(=O)OC)C)=O)C1=CC(=CC=C1)C(F)(F)F)CCC2=O (methyl 2-(4-(4-cyanophenyl)-2,5-dioxo-1-(3-(trifluoromethyl)phenyl)-6,7-dihydro-1H-cyclopenta[d]pyrimidin-3(2H,4H,5H)-yl)propanoate), C(#N)C1=CC=C(C=C1)C1C2=C(N(C(N1C(C(=O)OC)C)=O)C1=CC(=CC=C1)C(F)(F)F)CCC2=O (methyl 2-(4-(4-cyanophenyl)-2,5-dioxo-1-(3-(trifluoromethyl)phenyl)-6,7-dihydro-1H-cyclopenta[d]pyrimidin-3(2H,4H,5H)-yl)propanoate), [OH-].[Li+] (lithium hydroxide). Solvent: O1CCOCC1 (1,4-dioxane). Yields the product C(#N)C1=CC=C(C=C1)C1C2=C(N(C(N1C(C(=O)O)C)=O)C1=CC(=CC=C1)C(F)(F)F)CCC2=O (2-(4-(4-Cyanophenyl)-2,5-dioxo-1-(3-(trifluoromethyl)phenyl)-6,7-dihydro-1H-cyclopenta[d]pyrimidin-3(2H,4H,5H)-yl)propanoic acid). Reaction SMILES: [C:1]([C:3]1[CH:8]=[CH:7][C:6]([CH:9]2[N:14]([CH:15]([CH3:20])[C:16]([O:18]C)=[O:17])[C:13](=[O:21])[N:12]([C:22]3[CH:27]=[CH:26][CH:25]=[C:24]([C:28]([F:31])([F:30])[F:29])[CH:23]=3)[C:11]3[CH2:32][CH2:33][C:34](=[O:35])[C:10]2=3)=[CH:5][CH:4]=1)#[N:2].[OH-].[Li+].O>O1CCOCC1>[C:1]([C:3]1[CH:4]=[CH:5][C:6]([CH:9]2[N:14]([CH:15]([CH3:20])[C:16]([OH:18])=[O:17])[C:13](=[O:21])[N:12]([C:22]3[CH:27]=[CH:26][CH:25]=[C:24]([C:28]([F:31])([F:29])[F:30])[CH:23]=3)[C:11]3[CH2:32][CH2:33][C:34](=[O:35])[C:10]2=3)=[CH:7][CH:8]=1)#[N:2] |f:1.2|. Procedure: A solution of methyl 2-(4-(4-cyanophenyl)-2,5-dioxo-1-(3-(trifluoromethyl)phenyl)-6,7-dihydro-1H-cyclopenta[d]pyrimidin-3(2H,4H,5H)-yl)propanoate (intermediate 27, 125 mg, 0.26 mmol) in 1,4-dioxane (3 mL) is treated with aqueous lithium hydroxide (2.0 M, 390 μL, 0.78 mmol), and the mixture is stirred at room temperature over night. Water is added, and the mixture is extracted with dichloromethane. The aqueous phase is acidified with 1M aqueous hydrogen chloride and extracted with dichloromethane...